This data is from the Open Reaction Database (ORD), a public repository of structured organic reaction records. The task is: describe an organic reaction: reactants, conditions, products, and yield Reactants: COC(=O)C1=CN=CN1C1C(CCC2=CC=CC=C12)(C)C (1-(2,2-dimethyltetralin-1-yl)-5-imidazolecarboxylic acid methyl ester), BrN1C(=O)N(C(=O)C1(C)C)Br (1,3-dibromo-5,5-dimethylhydantoin). Run in C(Cl)(Cl)(Cl)Cl (carbon tetrachloride). Yields the product COC(=O)C1=CN=CN1C1C(C=C(C2=CC=CC=C12)Br)(C)C (1-(2,2-dimethyl-4-bromo-1,2-dihydronaphthalin-1-yl)-5-imidazolecarboxylic acid methyl ester). The yield is 51.9%. As a reaction SMILES: [CH3:1][O:2][C:3]([C:5]1[N:9]([CH:10]2[C:19]3[C:14](=[CH:15][CH:16]=[CH:17][CH:18]=3)[CH2:13][CH2:12][C:11]2([CH3:21])[CH3:20])[CH:8]=[N:7][CH:6]=1)=[O:4].[Br:22]N1C(C)(C)C(=O)N(Br)C1=O>C(Cl)(Cl)(Cl)Cl>[CH3:1][O:2][C:3]([C:5]1[N:9]([CH:10]2[C:19]3[C:14](=[CH:15][CH:16]=[CH:17][CH:18]=3)[C:13]([Br:22])=[CH:12][C:11]2([CH3:21])[CH3:20])[CH:8]=[N:7][CH:6]=1)=[O:4]. Reported procedure: A solution of 8.5 g of 1-(2,2-dimethyltetralin-1-yl)-5-imidazolecarboxylic acid methyl ester in 100 ml of carbon tetrachloride is treated with 8.6 g of 1,3-dibromo-5,5-dimethylhydantoin and heated to reflux for 1 hour, while the reaction vessel is exposed to a 100W-irradiation lamp. The mixture is cooled to room temperature and concentrated to dryness. Chromatography of the residue at a silica gel column with methylene chloride affords 5.6 g of 1-(2,2-dimethyl-4-bromo-1,2-dihydronaphthalin-1-yl)... The reactants are O=[N+]([O-])c1ccc(CBr)cc1OCc1ccccc1, CC#N, [K+], [K+], O=C([O-])[O-], c1cn[nH]c1. Product: O=[N+]([O-])c1ccc(Cn2cccn2)cc1OCc1ccccc1. As a reaction SMILES: [CH2:12]([c:13]1[cH:14][cH:15][cH:16][cH:17][cH:18]1)[O:19][c:20]1[c:21]([N+:28](=[O:29])[O-:30])[cH:22][cH:23][c:24]([CH2:26][Br:27])[cH:25]1.[CH3:31][C:32]#[N:33].[K+:6].[K+:7].[O-:8][C:9]([O-:10])=[O:11].[nH:1]1[n:2][cH:3][cH:4][cH:5]1>>[n:1]1([CH2:26][c:24]2[cH:23][cH:22][c:21]([N+:28](=[O:29])[O-:30])[c:20]([O:19][CH2:12][c:13]3[cH:14][cH:15][cH:16][cH:17][cH:18]3)[cH:25]2)[n:2][cH:3][cH:4][cH:5]1. Starting materials: O=Cc1cccc(C(=O)O)c1, CC(=O)O[BH-](OC(C)=O)OC(C)=O, CCN(CC)C(=O)c1ccc(C(c2cccc(O)c2)N2CC(C)NCC2C)cc1, CC(=O)O, [Na+], C1CCOC1. The product is CCN(CC)C(=O)c1ccc(C(c2cccc(O)c2)N2CC(C)N(Cc3cccc(C(=O)O)c3)CC2C)cc1. As a reaction SMILES: [C:30](=[O:31])([OH:32])[c:33]1[cH:34][c:35]([CH:36]=[O:37])[cH:38][cH:39][cH:40]1.[C:45]([O:46][BH-:47]([O:48][C:49](=[O:50])[CH3:51])[O:52][C:53](=[O:54])[CH3:55])(=[O:56])[CH3:57].[CH3:1][CH:2]1[N:3]([CH:9]([c:10]2[cH:11][cH:12][c:13]([C:14](=[O:15])[N:16]([CH2:17][CH3:18])[CH2:19][CH3:20])[cH:21][cH:22]2)[c:23]2[cH:24][c:25]([OH:29])[cH:26][cH:27][cH:28]2)[CH2:4][CH:5]([CH3:8])[NH:6][CH2:7]1.[CH3:41][C:42](=[O:43])[OH:44].[Na+:58].[O:59]1[CH2:60][CH2:61][CH2:62][CH2:63]1>>[CH3:1][CH:2]1[N:3]([CH:9]([c:10]2[cH:11][cH:12][c:13]([C:14](=[O:15])[N:16]([CH2:17][CH3:18])[CH2:19][CH3:20])[cH:21][cH:22]2)[c:23]2[cH:24][c:25]([OH:29])[cH:26][cH:27][cH:28]2)[CH2:4][CH:5]([CH3:8])[N:6]([CH2:36][c:35]2[cH:34][c:33]([C:30](=[O:31])[OH:32])[cH:40][cH:39][cH:38]2)[CH2:7]1. Reactants: N(=NC(=O)OC(C)(C)C)C(=O)OC(C)(C)C (di-tert-butyl azodicarboxylate), COC(C[C@@H]1COC2=C1C=CC(=C2)O)=O ([(S)-6-hydroxy-2,3-dihydro-benzofuran-3-yl]-acetic acid methyl ester), BrC1=C2CC[C@@H](C2=C(C=C1)F)O ((S)-4-bromo-7-fluoro-2,3-dihydro-1H-inden-1-ol), C(CCC)P(CCCC)CCCC (tributylphosphine), C(=O)(O)[O-].[Na+] (NaHCO3). Run in O1CCCC1 (tetrahydrofuran), O1CCCC1 (tetrahydrofuran). Conditions: time 30 minute. Product: COC(C[C@@H]1COC2=C1C=CC(=C2)O[C@@H]2CCC1=C(C=CC(=C21)F)Br)=O ({(S)-6-[(R)-4-Bromo-7-fluoro-indan-1-yloxy]-2,3-dihydro-benzofuran-3-yl}-acetic acid methyl ester). Reaction SMILES: N(C(OC(C)(C)C)=O)=NC(OC(C)(C)C)=O.[CH3:17][O:18][C:19](=[O:31])[CH2:20][C@H:21]1[C:25]2[CH:26]=[CH:27][C:28]([OH:30])=[CH:29][C:24]=2[O:23][CH2:22]1.[Br:32][C:33]1[CH:41]=[CH:40][C:39]([F:42])=[C:38]2[C:34]=1[CH2:35][CH2:36][C@@H:37]2O.C(P(CCCC)CCCC)CCC.C([O-])(O)=O.[Na+]>O1CCCC1>[CH3:17][O:18][C:19](=[O:31])[CH2:20][C@H:21]1[C:25]2[CH:26]=[CH:27][C:28]([O:30][C@H:37]3[C:38]4[C:34](=[C:33]([Br:32])[CH:41]=[CH:40][C:39]=4[F:42])[CH2:35][CH2:36]3)=[CH:29][C:24]=2[O:23][CH2:22]1 |f:4.5|. Procedure details: A solution of di-tert-butyl azodicarboxylate (18.0 g) in tetrahydrofuran (80 mL) is added dropwise over 45 min to a solution of [(S)-6-hydroxy-2,3-dihydro-benzofuran-3-yl]-acetic acid methyl ester (11.0 g), (S)-4-bromo-7-fluoro-2,3-dihydro-1H-inden-1-ol (12.0 g) and tributylphosphine (19.3 mL) in tetrahydrofuran (320 mL) at −10° C. The resulting solution is stirred for 30 min and then poured into saturated aqueous NaHCO3 solution. The mixture is extracted with dichloromethane, and the combined o... Reactants: ClC1=CC=C(C=C1)N1NC2=C(C1=O)CSC1=C2C=CC=C1 (2-(p-chlorophenyl)-1,2,3,4-tetrahydro[1]benzothiopyrano[4,3-c]pyrazole-3-one), OO (hydrogen peroxide). The solvent is C(C)(=O)O (acetic acid). Reaction conditions: temperature 0 celsius, time 3.5 hour. Product: ClC1=CC=C(C=C1)N1NC2=C(C1=O)CS(C1=C2C=CC=C1)=O (2-(4-Chlorophenyl)-1,2,3,4-tetrahydro[1]benzothiopyrano[4,3-c]pyrazol-3-one-5-oxide). Reaction SMILES: [Cl:1][C:2]1[CH:7]=[CH:6][C:5]([N:8]2[C:12](=[O:13])[C:11]3[CH2:14][S:15][C:16]4[CH:21]=[CH:20][CH:19]=[CH:18][C:17]=4[C:10]=3[NH:9]2)=[CH:4][CH:3]=1.[OH:22]O>C(O)(=O)C>[Cl:1][C:2]1[CH:3]=[CH:4][C:5]([N:8]2[C:12](=[O:13])[C:11]3[CH2:14][S:15](=[O:22])[C:16]4[CH:21]=[CH:20][CH:19]=[CH:18][C:17]=4[C:10]=3[NH:9]2)=[CH:6][CH:7]=1. Reported procedure: In a 50 ml. round bottom flask under nitrogen was placed 2-(p-chlorophenyl)-1,2,3,4-tetrahydro[1]benzothiopyrano[4,3-c]pyrazole-3-one (0.5 g., 0.0016 mole) 8.33 ml. of glacial acetic acid and 3 ml. of 30% hydrogen peroxide. After stirring at 0° C., for 3.5 hours, the resulting solid was removed by filtration, washed with glacial acetic acid and dried in vacuo over phosphorous pentoxide to afford product, m.p. 193° C. (dec.). Weight 0.42 g. (80%). A second crop (0.4 g., 8%) was obtained from moth... Starting materials: [Li]C(C)(C)C, CC(C)(C)OC(=O)Nc1ccccn1, CCOCC, CN(C)C=O. Yields the product CC(C)(C)OC(=O)Nc1ncccc1C=O. As a reaction SMILES: [C:1]([Li:2])([CH3:3])([CH3:4])[CH3:5].[C:6]([CH3:7])([CH3:8])([CH3:9])[O:10][C:11]([NH:12][c:13]1[n:14][cH:15][cH:16][cH:17][cH:18]1)=[O:19].[CH2:25]([O:26][CH2:27][CH3:28])[CH3:29].[CH3:20][N:21]([CH:22]=[O:23])[CH3:24]>>[C:6]([CH3:7])([CH3:8])([CH3:9])[O:10][C:11]([NH:12][c:13]1[n:14][cH:15][cH:16][cH:17][c:18]1[CH:22]=[O:23])=[O:19].